From a dataset of the Open Reaction Database (ORD), a public repository of structured organic reaction records. describe an organic reaction: reactants, conditions, products, and yield The reactants are C=CCI, C1CCOC1, Clc1ncnc2[nH]ccc12, ClCCl, [H-], [Na+]. RXN SMILES: [CH2:13]([CH:14]=[CH2:15])[I:16].[CH2:17]1[O:18][CH2:19][CH2:20][CH2:21]1.[Cl:1][c:2]1[c:3]2[c:4]([n:5][cH:6][n:7]1)[nH:8][cH:9][cH:10]2.[Cl:22][CH2:23][Cl:24].[H-:11].[Na+:12]>>[Cl:1][c:2]1[c:3]2[c:4]([n:5][cH:6][n:7]1)[n:8]([CH2:15][CH:14]=[CH2:13])[cH:9][cH:10]2. The product is C=CCn1ccc2c(Cl)ncnc21. Solvent: CO (methanol). Procedure: A mixture of methyl 4-[(6-chloro-2-naphthyl)sulfonyl)-1-[methyl[1-(4-pyridinyl)-4-piperidinyl]amino]-6-oxo-2-piperazinecarboxylate hydrochloride (0.3 g) obtained in Example 54, a 2N aqueous solution of sodium hydroxide (1.1 ml) and methanol (6.0 ml) was stirred at 40° C. for 30 minutes. The reaction mixture was cooled, and then the reaction system was adjusted at pH5 with 1N hydrochloric acid, and then concentrated under reduced pressure. The residue was purified on a CHP-20 column (water→1% 1N ... RXN SMILES: Cl.[Cl:2][C:3]1[CH:4]=[C:5]2[C:10](=[CH:11][CH:12]=1)[CH:9]=[C:8]([S:13]([N:16]1[CH2:21][C:20](=[O:22])[N:19]([N:23]([CH3:36])[CH:24]3[CH2:29][CH2:28][N:27]([C:30]4[CH:35]=[CH:34][N:33]=[CH:32][CH:31]=4)[CH2:26][CH2:25]3)[CH:18]([C:37]([O:39]C)=[O:38])[CH2:17]1)(=[O:15])=[O:14])[CH:7]=[CH:6]2.[OH-].[Na+].Cl>CO>[Cl:2][C:3]1[CH:4]=[C:5]2[C:10](=[CH:11][CH:12]=1)[CH:9]=[C:8]([S:13]([N:16]1[CH2:21][C:20](=[O:22])[N:19]([N:23]([CH3:36])[CH:24]3[CH2:25][CH2:26][N:27]([C:30]4[CH:35]=[CH:34][N:33]=[CH:32][CH:31]=4)[CH2:28][CH2:29]3)[CH:18]([C:37]([OH:39])=[O:38])[CH2:17]1)(=[O:15])=[O:14])[CH:7]=[CH:6]2 |f:0.1,2.3|. Reactants: aqueous solution, [OH-].[Na+] (sodium hydroxide), Cl.ClC=1C=C2C=CC(=CC2=CC1)S(=O)(=O)N1CC(N(C(C1)=O)N(C1CCN(CC1)C1=CC=NC=C1)C)C(=O)OC (Methyl 4-[(6-Chloro-2-naphthyl)sulfonyl]-1-[methyl[1-(4-pyridinyl)-4-piperidinyl]amino]-6-oxo-2-piperazine Carboxylate Hydrochloride), Cl (hydrochloric acid). The yield is 101.8%. Yields the product ClC=1C=C2C=CC(=CC2=CC1)S(=O)(=O)N1CC(N(C(C1)=O)N(C1CCN(CC1)C1=CC=NC=C1)C)C(=O)O (4-[(6-Chloro-2-naphthyl)sulfonyl)-1-[methyl[1-(4-pyridinyl)-4-piperidinyl]amino]-6-oxo-2-piperazinecarboxylic Acid). Reactants: P(=O)([O-])([O-])[O-] (phosphate), P(O)(O)(O)=O (phosphoric acid), [Zr] (zirconium). Run at temperature 350 celsius. Yields the product P(=O)([O-])([O-])[O-].[Zr+4].P(=O)([O-])([O-])[O-].P(=O)([O-])([O-])[O-].P(=O)([O-])([O-])[O-].[Zr+4].[Zr+4] (zirconium phosphate). RXN SMILES: [P:1]([O-:5])([O-:4])([O-:3])=[O:2].[P:6](=[O:10])([OH:9])([OH:8])[OH:7].[Zr:11]>>[P:1]([O-:5])([O-:4])([O-:3])=[O:2].[Zr+4:11].[P:6]([O-:10])([O-:9])([O-:8])=[O:7].[P:1]([O-:5])([O-:4])([O-:3])=[O:2].[P:1]([O-:5])([O-:4])([O-:3])=[O:2].[Zr+4:11].[Zr+4:11] |f:3.4.5.6.7.8.9|. Procedure: A zirconium phosphate film was prepared by adding a stoichometric amount of phosphate in the form of phosphoric acid to a solution of zirconium bound to PEI. The solution was then spin coated onto a glass slide and thermally treated at 1° C. to 120° C. with a dwell time of 30 minutes followed by heating to 350° C. at 1° C./minute with a dwell time of 30 minutes followed by heating to 450° C. at 1° C./minute with a dwell time of 1 hour and then cooling to 25° C. Run at temperature 85 celsius, time 1.25 hour. Procedure: To a suspension of 2-(1-piperazinyl)-2,4,6-cycloheptatrien-1-one methane sulfonate (19.64 g, described in Example 2) in acetonitrile, (150 ml) was added potassium carbonate (20.8 g). The resulting suspension was refluxed for about 20 min. A solution of 2-bromo-1-(3,4-dimethoxyphenyl)-1-ethanone (17.8 g) in acetonitrile (100 ml) was added dropwise. The mixture was stirred at 85° C. for 1.25 hr. The mixture was filtered and the filtrate was evaporated. The filtered solid and oily residue was taken... Starting materials: C([O-])([O-])=O.[K+].[K+] (potassium carbonate), CS(=O)(=O)O.N1(CCNCC1)C=1C(C=CC=CC1)=O (2-(1-piperazinyl)-2,4,6-cycloheptatrien-1-one methane sulfonate), BrCC(=O)C1=CC(=C(C=C1)OC)OC (2-bromo-1-(3,4-dimethoxyphenyl)-1-ethanone). As a reaction SMILES: CS(O)(=O)=O.[N:6]1([C:12]2[C:13](=[O:19])[CH:14]=[CH:15][CH:16]=[CH:17][CH:18]=2)[CH2:11][CH2:10][NH:9][CH2:8][CH2:7]1.C(=O)([O-])[O-].[K+].[K+].Br[CH2:27][C:28]([C:30]1[CH:35]=[CH:34][C:33]([O:36][CH3:37])=[C:32]([O:38][CH3:39])[CH:31]=1)=[O:29]>C(#N)C>[CH3:39][O:38][C:32]1[CH:31]=[C:30]([C:28](=[O:29])[CH2:27][N:9]2[CH2:8][CH2:7][N:6]([C:12]3[C:13](=[O:19])[CH:14]=[CH:15][CH:16]=[CH:17][CH:18]=3)[CH2:11][CH2:10]2)[CH:35]=[CH:34][C:33]=1[O:36][CH3:37] |f:0.1,2.3.4|. Yields the product COC=1C=C(C=CC1OC)C(CN1CCN(CC1)C=1C(C=CC=CC1)=O)=O (2-[4-[2-(3,4-dimethoxyphenyl)-2-oxoethyl]-1-piperazinyl]-2,4,6-cycloheptatrien-1-one). Solvent: C(C)#N (acetonitrile), C(C)#N (acetonitrile). Yield: 32.5%.